describe an organic reaction: reactants, conditions, products, and yield From a dataset of the Open Reaction Database (ORD), a public repository of structured organic reaction records. Starting materials: O=C([O-])[O-], CCCC#N, CCCSc1nc(Cl)c(F)cc1C(=O)NC1CCCCC1, Cl, [K+], [K+], COC(=O)CC1CCCNC1. Yields the product CCCSc1nc(N2CCCC(CC(=O)OC)C2)c(F)cc1C(=O)NC1CCCCC1. RXN SMILES: [C:34](=[O:35])([O-:36])[O-:37].[CH3:40][CH2:41][CH2:42][C:43]#[N:44].[Cl:13][c:14]1[n:15][c:16]([S:30][CH2:31][CH2:32][CH3:33])[c:17]([C:18](=[O:19])[NH:20][CH:21]2[CH2:22][CH2:23][CH2:24][CH2:25][CH2:26]2)[cH:27][c:28]1[F:29].[ClH:1].[K+:38].[K+:39].[NH:2]1[CH2:3][CH:4]([CH2:8][C:9](=[O:10])[O:11][CH3:12])[CH2:5][CH2:6][CH2:7]1>>[N:2]1([c:14]2[n:15][c:16]([S:30][CH2:31][CH2:32][CH3:33])[c:17]([C:18](=[O:19])[NH:20][CH:21]3[CH2:22][CH2:23][CH2:24][CH2:25][CH2:26]3)[cH:27][c:28]2[F:29])[CH2:3][CH:4]([CH2:8][C:9](=[O:10])[O:11][CH3:12])[CH2:5][CH2:6][CH2:7]1. The reactants are N(=NC(=O)OCC)C(=O)OCC (diethyl azodicarboxylate), CC(=C(C(=O)OC)N1C([C@@H]([C@H]1CC=C)C(C)O)=O)C (methyl 3-methyl-2-[(3S,4R)-3-[(1RS)-1-hydroxyethyl)-2-oxo-4-allylazetidin-1-yl]but-2-enoate), C1(=CC=CC=C1)P(C1=CC=CC=C1)C1=CC=CC=C1 (triphenylphosphine), C(=O)O (formic acid). Solvent: O1CCCC1 (tetrahydrofuran), O1CCCC1 (tetrahydrofuran), C(C)(=O)OCC (ethyl acetate). Run at temperature 0 celsius, time 8 hour. The product is CC(=C(C(=O)OC)N1C([C@@H]([C@H]1CC=C)[C@@H](C)OC=O)=O)C (methyl 3-methyl-2-[(3S,4R)-3-[(1R)-1-formyloxyethyl]-2-oxo-4-allylazetidin-1-yl]but-2-enoate). Reaction SMILES: [CH3:1][C:2]([CH3:19])=[C:3]([N:8]1[C@H:11]([CH2:12][CH:13]=[CH2:14])[C@@H:10]([CH:15]([OH:17])[CH3:16])[C:9]1=[O:18])[C:4]([O:6][CH3:7])=[O:5].C1(P(C2C=CC=CC=2)C2C=CC=CC=2)C=CC=CC=1.[CH:39](O)=[O:40].N(C(OCC)=O)=NC(OCC)=O>O1CCCC1.C(OCC)(=O)C>[CH3:19][C:2]([CH3:1])=[C:3]([N:8]1[C@H:11]([CH2:12][CH:13]=[CH2:14])[C@@H:10]([C@H:15]([O:17][CH:39]=[O:40])[CH3:16])[C:9]1=[O:18])[C:4]([O:6][CH3:7])=[O:5]. Procedure: A 1:3 mixture of methyl 3-methyl-2-[(3S,4R)-3-[(1RS)-1-hydroxyethyl)-2-oxo-4-allylazetidin-1-yl]but-2-enoate (55 mg) was dissolved in tetrahydrofuran (2 ml) and triphenylphosphine (135 mg) and formic acid (19.4 μl) were added to the mixture. This mixture was cooled to 0° C. and a solution of diethyl azodicarboxylate (81 μl) in tetrahydrofuran (1 ml) was added. After stirring at the same temperature overnight, the mixture was diluted with ethyl acetate (30 ml), washed with aqueous sodium bicarbon...